This data is from the Open Reaction Database (ORD), a public repository of structured organic reaction records. The task is: describe an organic reaction: reactants, conditions, products, and yield Reactants: COC=1C=C2CCCC(C2=CC1)=O (6-methoxytetralone), OC1=CC=C(N)C=C1 (4-hydroxyaniline). Reaction conditions: temperature 180 celsius. The product is COC=1C=C2CCCC(C2=CC1)=NC1=CC=C(C=C1)O (6-Methoxy-1-[(4-hydroxy)phenyl]imino-1,2,3,4-tetrahydronaphthalene). Reaction SMILES: [CH3:1][O:2][C:3]1[CH:4]=[C:5]2[C:10](=[CH:11][CH:12]=1)[C:9](=O)[CH2:8][CH2:7][CH2:6]2.[OH:14][C:15]1[CH:21]=[CH:20][C:18]([NH2:19])=[CH:17][CH:16]=1>>[CH3:1][O:2][C:3]1[CH:4]=[C:5]2[C:10](=[CH:11][CH:12]=1)[C:9](=[N:19][C:18]1[CH:20]=[CH:21][C:15]([OH:14])=[CH:16][CH:17]=1)[CH2:8][CH2:7][CH2:6]2. Procedure: A mixture of 6-methoxytetralone (25 g, 142 mmol) and 4-hydroxyaniline (16.3 g, 149 mmol) was heated to 180° C. under a nitrogen stream for 2 h. After cooling to ambient temperature, the solid mass was recrystallized from toluene/methanol: 1H NMR (300 MHz) d 8.15 (d, J=9.7 Hz, 1H), 6.5-7.9 (m, 6H), 3.80 (s, 3H), 2.84 (t, J=7.3 Hz, 2H), 2.51 (t, J=6.8 Hz, 2H), 1.85 (m, 2H).